Dataset: the Open Reaction Database (ORD), a public repository of structured organic reaction records. Task: describe an organic reaction: reactants, conditions, products, and yield Reactants: COC(Cn1ncc2cc(Br)ccc21)OC, O=c1cc(OCc2ccccc2)cc[nH]1, CS(C)=O, [Cu]I, [K+], [K+], O=C([O-])[O-], Oc1cccc2cccnc12. Product: COC(Cn1ncc2cc(-n3ccc(OCc4ccccc4)cc3=O)ccc21)OC. Reaction SMILES: [Br:1][c:2]1[cH:3][c:4]2[cH:5][n:6][n:7]([CH2:11][CH:12]([O:13][CH3:14])[O:15][CH3:16])[c:8]2[cH:9][cH:10]1.[CH2:17]([c:18]1[cH:19][cH:20][cH:21][cH:22][cH:23]1)[O:24][c:25]1[cH:26][c:27](=[O:31])[nH:28][cH:29][cH:30]1.[CH3:49][S:50]([CH3:51])=[O:52].[Cu:53][I:54].[K+:32].[K+:33].[O-:34][C:35]([O-:36])=[O:37].[OH:38][c:39]1[cH:40][cH:41][cH:42][c:43]2[c:44]1[n:45][cH:46][cH:47][cH:48]2>>[c:2]1(-[n:28]2[c:27](=[O:31])[cH:26][c:25]([O:24][CH2:17][c:18]3[cH:19][cH:20][cH:21][cH:22][cH:23]3)[cH:30][cH:29]2)[cH:3][c:4]2[cH:5][n:6][n:7]([CH2:11][CH:12]([O:13][CH3:14])[O:15][CH3:16])[c:8]2[cH:9][cH:10]1. Starting materials: CCOC(=O)N1c2ccc(OC)nc2C(Nc2ncc(O)c(Cc3cc(C(F)(F)F)cc(C(F)(F)F)c3)n2)CC1CC, CI, CN(C)C=O, [H-], [Na+], O=C(O)CC(O)(CC(=O)O)C(=O)O. Yields the product CCOC(=O)N1c2ccc(OC)nc2C(Nc2ncc(OC)c(Cc3cc(C(F)(F)F)cc(C(F)(F)F)c3)n2)CC1CC. RXN SMILES: [CH2:1]([CH3:2])[O:3][C:4](=[O:5])[N:6]1[CH:7]([CH2:41][CH3:42])[CH2:8][CH:9]([NH:18][c:19]2[n:20][cH:21][c:22]([OH:40])[c:23]([CH2:25][c:26]3[cH:27][c:28]([C:36]([F:37])([F:38])[F:39])[cH:29][c:30]([C:32]([F:33])([F:34])[F:35])[cH:31]3)[n:24]2)[c:10]2[n:11][c:12]([O:16][CH3:17])[cH:13][cH:14][c:15]21.[CH3:45][I:46].[CH3:60][N:61]([CH3:62])[CH:63]=[O:64].[H-:43].[Na+:44].[OH:47][C:48]([CH2:49][C:50]([C:51](=[O:52])[OH:53])([CH2:54][C:55](=[O:56])[OH:57])[OH:58])=[O:59]>>[CH2:1]([CH3:2])[O:3][C:4](=[O:5])[N:6]1[CH:7]([CH2:41][CH3:42])[CH2:8][CH:9]([NH:18][c:19]2[n:20][cH:21][c:22]([O:40][CH3:48])[c:23]([CH2:25][c:26]3[cH:27][c:28]([C:36]([F:37])([F:38])[F:39])[cH:29][c:30]([C:32]([F:33])([F:34])[F:35])[cH:31]3)[n:24]2)[c:10]2[n:11][c:12]([O:16][CH3:17])[cH:13][cH:14][c:15]21. Reactants: IV, C1=CC(=C(C=C1Br)Br)OC2=CC(=C(C=C2Br)Br)Br.P(=O)(OCC(CCCC)CC)(OC1=CC=CC=C1)OC1=CC=CC=C1 (pentabromodiphenyl ether 2-ethylhexyl diphenyl phosphate), O.O.O.O.O.O.O.O.O.O.C([O-])([O-])=O.[Na+].[Na+] (sodium carbonate decahydrate). The solvent is O (water). Product: C1=CC(=C(C=C1Br)Br)OC2=CC(=C(C=C2Br)Br)Br (Pentabromodiphenyl Ether). RXN SMILES: [CH:1]1[C:6]([Br:7])=[CH:5][C:4]([Br:8])=[C:3]([O:9][C:10]2[C:15]([Br:16])=[CH:14][C:13]([Br:17])=[C:12]([Br:18])[CH:11]=2)[CH:2]=1.P(OC1C=CC=CC=1)(OC1C=CC=CC=1)(OCC(CC)CCCC)=O.O.O.O.O.O.O.O.O.O.O.C(=O)([O-])[O-].[Na+].[Na+]>O>[CH:1]1[C:6]([Br:7])=[CH:5][C:4]([Br:8])=[C:3]([O:9][C:10]2[C:15]([Br:16])=[CH:14][C:13]([Br:17])=[C:12]([Br:18])[CH:11]=2)[CH:2]=1 |f:0.1,2.3.4.5.6.7.8.9.10.11.12.13.14|. Procedure details: Using the procedure of Examples II and IV, the pentabromodiphenyl ether-2-ethylhexyl diphenyl phosphate blend was heated to 130° C., and sodium carbonate decahydrate (2.7% W/W on the blend) was added and subjected to agitation in the closed system for one-half hour. Thereafter, the system was opened in order to permit water to escape. The molten mixture was filtered to obtain the purified blend. Relevant properties of the blend are given in Table III. Reactants: C1CCOC1, CC(=O)Cl, CCN(C(C)C)C(C)C, ClCCl, CC(C)CN(CC(O)C(Cc1ccc(OCCN)cc1)NC(=O)OC1COC2OCCC12)S(=O)(=O)c1ccc2c(c1)OCO2. The product is CC(=O)NCCOc1ccc(CC(NC(=O)OC2COC3OCCC23)C(O)CN(CC(C)C)S(=O)(=O)c2ccc3c(c2)OCO3)cc1. RXN SMILES: [CH2:58]1[O:59][CH2:60][CH2:61][CH2:62]1.[CH3:54][C:55]([Cl:56])=[O:57].[CH:45]([N:46]([CH2:47][CH3:48])[CH:49]([CH3:50])[CH3:51])([CH3:52])[CH3:53].[Cl:63][CH2:64][Cl:65].[NH2:1][CH2:2][CH2:3][O:4][c:5]1[cH:6][cH:7][c:8]([CH2:9][CH:10]([CH:11]([CH2:12][N:13]([CH2:14][CH:15]([CH3:16])[CH3:17])[S:18](=[O:19])(=[O:20])[c:21]2[cH:22][c:23]3[c:24]([cH:28][cH:29]2)[O:25][CH2:26][O:27]3)[OH:30])[NH:31][C:32]([O:33][CH:34]2[CH2:35][O:36][CH:37]3[O:38][CH2:39][CH2:40][CH:41]23)=[O:42])[cH:43][cH:44]1>>[NH:1]([CH2:2][CH2:3][O:4][c:5]1[cH:6][cH:7][c:8]([CH2:9][CH:10]([CH:11]([CH2:12][N:13]([CH2:14][CH:15]([CH3:16])[CH3:17])[S:18](=[O:19])(=[O:20])[c:21]2[cH:22][c:23]3[c:24]([cH:28][cH:29]2)[O:25][CH2:26][O:27]3)[OH:30])[NH:31][C:32]([O:33][CH:34]2[CH2:35][O:36][CH:37]3[O:38][CH2:39][CH2:40][CH:41]23)=[O:42])[cH:43][cH:44]1)[C:55]([CH3:54])=[O:57]. Starting materials: O=C([O-])O, COc1ccc(P2(=S)SP(=S)(c3ccc(OC)cc3)S2)cc1, Cc1ccccc1, Cc1occc1C(=O)Nc1ccc(Cl)c(C=NN2CCOCC2)c1, [Na+]. Product: Cc1occc1C(=S)Nc1ccc(Cl)c(C=NN2CCOCC2)c1. Reaction SMILES: [C:25](=[O:26])([OH:27])[O-:28].[CH3:30][O:31][c:32]1[cH:33][cH:34][c:35]([P:36]2(=[S:39])[S:37][P:38]([c:40]3[cH:41][cH:42][c:43]([O:44][CH3:45])[cH:46][cH:47]3)(=[S:48])[S:49]2)[cH:50][cH:51]1.[CH3:52][c:53]1[cH:54][cH:55][cH:56][cH:57][cH:58]1.[Cl:1][c:2]1[c:3]([CH:17]=[N:18][N:19]2[CH2:20][CH2:21][O:22][CH2:23][CH2:24]2)[cH:4][c:5]([NH:8][C:9](=[O:10])[c:11]2[c:12]([CH3:16])[o:13][cH:14][cH:15]2)[cH:6][cH:7]1.[Na+:29]>>[Cl:1][c:2]1[c:3]([CH:17]=[N:18][N:19]2[CH2:20][CH2:21][O:22][CH2:23][CH2:24]2)[cH:4][c:5]([NH:8][C:9]([c:11]2[c:12]([CH3:16])[o:13][cH:14][cH:15]2)=[S:39])[cH:6][cH:7]1. Starting materials: c1ccc(-c2ccccc2P(C2CCCCC2)C2CCCCC2)cc1, CCN(C(C)C)C(C)C, Cc1nsc(Cl)n1, Cl, Cl, CC(=O)[O-], CC(=O)[O-], C1COCCO1, O, [Pd+2], c1ccc(C2CCCc3sc(NC4CCNCC4)nc32)cc1. The product is Cc1nsc(N2CCC(Nc3nc4c(s3)CCCC4c3ccccc3)CC2)n1. RXN SMILES: [CH:1]1([P:2]([CH:3]2[CH2:4][CH2:5][CH2:6][CH2:7][CH2:8]2)[c:9]2[cH:10][cH:11][cH:12][cH:13][c:14]2-[c:15]2[cH:16][cH:17][cH:18][cH:19][cH:20]2)[CH2:21][CH2:22][CH2:23][CH2:24][CH2:25]1.[CH:50]([N:51]([CH2:52][CH3:53])[CH:54]([CH3:55])[CH3:56])([CH3:57])[CH3:58].[Cl:59][c:60]1[n:61][c:62]([CH3:65])[n:63][s:64]1.[ClH:26].[ClH:27].[O-:74][C:75]([CH3:76])=[O:77].[O-:78][C:79]([CH3:80])=[O:81].[O:66]1[CH2:67][CH2:68][O:69][CH2:70][CH2:71]1.[OH2:72].[Pd+2:73].[c:28]1([CH:34]2[CH2:35][CH2:36][CH2:37][c:38]3[c:39]2[n:40][c:41]([NH:43][CH:44]2[CH2:45][CH2:46][NH:47][CH2:48][CH2:49]2)[s:42]3)[cH:29][cH:30][cH:31][cH:32][cH:33]1>>[c:28]1([CH:34]2[CH2:35][CH2:36][CH2:37][c:38]3[c:39]2[n:40][c:41]([NH:43][CH:44]2[CH2:45][CH2:46][N:47]([c:60]4[n:61][c:62]([CH3:65])[n:63][s:64]4)[CH2:48][CH2:49]2)[s:42]3)[cH:29][cH:30][cH:31][cH:32][cH:33]1. Reactants: COC(=O)c1cc(Br)ccc1C, [C-]#N, CN(C)C=O, [Cl-], Cl, O. Yields the product COC(=O)c1cc(C#N)ccc1C. RXN SMILES: [Br:3][c:4]1[cH:5][c:6]([C:11](=[O:12])[O:13][CH3:14])[c:7]([CH3:10])[cH:8][cH:9]1.[C-:1]#[N:2].[CH3:17][N:18]([CH3:19])[CH:20]=[O:21].[Cl-:16].[ClH:15].[OH2:22]>>[C:1](#[N:2])[c:4]1[cH:5][c:6]([C:11](=[O:12])[O:13][CH3:14])[c:7]([CH3:10])[cH:8][cH:9]1. The reactants are CC(=O)Cl, CCCCCCCCNC(C)C(O)c1cc(C(C)C)cs1, Cl, c1ccccc1. The product is CCCCCCCCNC(C)C(OC(C)=O)c1cc(C(C)C)cs1, Cl. Reaction SMILES: [CH3:23][C:24]([Cl:25])=[O:26].[CH:2]([CH3:3])([CH3:4])[c:5]1[cH:6][c:7]([CH:10]([CH:11]([CH3:12])[NH:13][CH2:14][CH2:15][CH2:16][CH2:17][CH2:18][CH2:19][CH2:20][CH3:21])[OH:22])[s:8][cH:9]1.[ClH:1].[cH:27]1[cH:28][cH:29][cH:30][cH:31][cH:32]1>>[CH:2]([CH3:3])([CH3:4])[c:5]1[cH:6][c:7]([CH:10]([CH:11]([CH3:12])[NH:13][CH2:14][CH2:15][CH2:16][CH2:17][CH2:18][CH2:19][CH2:20][CH3:21])[O:22][C:24]([CH3:23])=[O:26])[s:8][cH:9]1.[ClH:25]. Reactants: CS(=O)(=O)OC(C1=C(C=CC=C1)OC)C=1C=NC(=CC1)NC(=O)C1(CC1)C1=CC2=C(OCO2)C=C1 ((6-(1-(benzo[d][1,3]dioxol-5-yl)cyclopropanecarboxamido)pyridin-3-yl)(2-methoxyphenyl)methyl methanesulfonate), OC1CCNCC1 (4-hydroxypiperidine), O1COC2=C1C=CC(=C2)C2(CC2)C(=O)NC2=NC=C(C=C2)C(C2=C(C=CC=C2)OC)N(C)C (1-(benzo[d][1,3]dioxol-5-yl)-N-(5-((dimethylamino)(2-methoxyphenyl)methyl)pyridin-2-yl)cyclopropanecarboxamide). Yields the product O1COC2=C1C=CC(=C2)C2(CC2)C(=O)NC2=NC=C(C=C2)C(C2=C(C=CC=C2)OC)N2CCC(CC2)O (1-(benzo[d][1,3]dioxol-5-yl)-N-(5-((4-hydroxypiperidin-1-yl)(2-methoxyphenyl)methyl)pyridin-2-yl)cyclopropanecarboxamide). Reaction SMILES: CS(O[CH:6]([C:15]1[CH:16]=[N:17][C:18]([NH:21][C:22]([C:24]2([C:27]3[CH:35]=[CH:34][C:30]4[O:31][CH2:32][O:33][C:29]=4[CH:28]=3)[CH2:26][CH2:25]2)=[O:23])=[CH:19][CH:20]=1)[C:7]1[CH:12]=[CH:11][CH:10]=[CH:9][C:8]=1[O:13][CH3:14])(=O)=O.[OH:36][CH:37]1[CH2:42][CH2:41][NH:40][CH2:39][CH2:38]1.O1C2C=CC(C3(C(NC4C=CC(C(N(C)C)C5C=CC=CC=5OC)=CN=4)=O)CC3)=CC=2OC1>>[O:31]1[C:30]2[CH:34]=[CH:35][C:27]([C:24]3([C:22]([NH:21][C:18]4[CH:19]=[CH:20][C:15]([CH:6]([N:40]5[CH2:41][CH2:42][CH:37]([OH:36])[CH2:38][CH2:39]5)[C:7]5[CH:12]=[CH:11][CH:10]=[CH:9][C:8]=5[O:13][CH3:14])=[CH:16][N:17]=4)=[O:23])[CH2:25][CH2:26]3)=[CH:28][C:29]=2[O:33][CH2:32]1. Reported procedure: 1-(benzo[d][1,3]dioxol-5-yl)-N-(5-((4-hydroxypiperidin-1-yl)(2-methoxyphenyl)methyl)pyridin-2-yl)cyclopropanecarboxamide was prepared from (6-(1-(benzo[d][1,3]dioxol-5-yl)cyclopropanecarboxamido)pyridin-3-yl)(2-methoxyphenyl)methyl methanesulfonate and 4-hydroxypiperidine in a manner analogous to that of 1-(benzo[d][1,3]dioxol-5-yl)-N-(5-((dimethylamino)(2-methoxyphenyl)methyl)pyridin-2-yl)cyclopropanecarboxamide. Starting materials: [OH-].[Na+] (NaOH), COC(CCCCCCCCOC(C1=CC=CC=C1)(C1=CC=CC=C1)C1=CC=CC=C1)=O (Methyl-9-trityloxy-nonanoate). Solvent: C1CCOC1 (THF). Reaction conditions: time 3 day. The product is C(C1=CC=CC=C1)(C1=CC=CC=C1)(C1=CC=CC=C1)OCCCCCCCCC(=O)O (9-Trityloxy-nonanoic acid). Isolated yield 0.1%. Reaction SMILES: [OH-].[Na+].C[O:4][C:5](=[O:34])[CH2:6][CH2:7][CH2:8][CH2:9][CH2:10][CH2:11][CH2:12][CH2:13][O:14][C:15]([C:28]1[CH:33]=[CH:32][CH:31]=[CH:30][CH:29]=1)([C:22]1[CH:27]=[CH:26][CH:25]=[CH:24][CH:23]=1)[C:16]1[CH:21]=[CH:20][CH:19]=[CH:18][CH:17]=1>C1COCC1>[C:15]([O:14][CH2:13][CH2:12][CH2:11][CH2:10][CH2:9][CH2:8][CH2:7][CH2:6][C:5]([OH:34])=[O:4])([C:22]1[CH:23]=[CH:24][CH:25]=[CH:26][CH:27]=1)([C:28]1[CH:33]=[CH:32][CH:31]=[CH:30][CH:29]=1)[C:16]1[CH:17]=[CH:18][CH:19]=[CH:20][CH:21]=1 |f:0.1|. Reported procedure: Aqueous 0.5 M NaOH (13.2 mL, 6.6 mmol) was added to a stirring solution of 15b (1.41 g, 3.3 mol) in 25 mL of THF. The reaction mixture was stirred for 3 days at room temperature, and then the solvent was removed by rotary evaporation. The purification was carried out by flash column chromatography (gradient 10% EtOAc in hexanes to 100% EtOAc) to obtain 1.28 g (93%) of a pale yellow oil 16b. 1H-NMR (400 MHz, CDCl3, δH ppm): 7.43 (6H, m, p-Ar), 7.28 (6H, m, m-Ar), 7.21 (3H, m, o-Ar), 3.03 (2H, t, ...